From a dataset of the Open Reaction Database (ORD), a public repository of structured organic reaction records. describe an organic reaction: reactants, conditions, products, and yield Product: O1C(=CC=C1)C(=O)N1CCC2(CC1)OC1=C(C2)C=CC=C1 (2,3-dihydro-1'-(2-furoyl)spiro[benzofuran-2,4'-piperidine]). Reactants: N1CCC2(CC1)OC1=C(C2)C=CC=C1 (2,3-dihydrospiro[benzofuran-2,4'-piperidine]), O1C(=CC=C1)C(=O)Cl (2-furoyl chloride). As a reaction SMILES: [NH:1]1[CH2:6][CH2:5][C:4]2([CH2:10][C:9]3[CH:11]=[CH:12][CH:13]=[CH:14][C:8]=3[O:7]2)[CH2:3][CH2:2]1.[O:15]1[CH:19]=[CH:18][CH:17]=[C:16]1[C:20](Cl)=[O:21]>>[O:15]1[CH:19]=[CH:18][CH:17]=[C:16]1[C:20]([N:1]1[CH2:6][CH2:5][C:4]2([CH2:10][C:9]3[CH:11]=[CH:12][CH:13]=[CH:14][C:8]=3[O:7]2)[CH2:3][CH2:2]1)=[O:21]. Procedure: A sample of 5.8 g of 2,3-dihydrospiro[benzofuran-2,4'-piperidine], Example 7, is treated with 4.8 g of 2-furoyl chloride according to the procedure of Example 18 to provide an off-white solid. This solid is purified by three recrystallizations from hexane to provide the product, 2,3-dihydro-1'-(2-furoyl)spiro[benzofuran-2,4'-piperidine], mo 102°-103° C. The reactants are C(C)N1C2=C(C(C=3C=C(C=CC13)C(C)C)=O)C(C1=CC=CC=C12)=O (5-Ethyl-8-isopropyl-5,10-dihydro-11H-indeno[1,2-b]quinolin-10,11-dione), Cl.NO (hydroxylamine hydrochloride). Solvent: C(C)N(CC)CC (triethylamine), C(C)O (ethanol). The product is C(C)N1C2=C(C(C=3C=C(C=CC13)C(C)C)=O)C(C1=CC=CC=C12)=NO (5-Ethyl-8-isopropyl-11-hydroxyimino-5,10-dihydro-11H-indeno[1,2-b]quinolin-10-one). Reaction SMILES: [CH2:1]([N:3]1[C:12]2[CH:11]=[CH:10][C:9]([CH:13]([CH3:15])[CH3:14])=[CH:8][C:7]=2[C:6](=[O:16])[C:5]2[C:17](=O)[C:18]3[C:23]([C:4]1=2)=[CH:22][CH:21]=[CH:20][CH:19]=3)[CH3:2].Cl.[NH2:26][OH:27]>C(N(CC)CC)C.C(O)C>[CH2:1]([N:3]1[C:12]2[CH:11]=[CH:10][C:9]([CH:13]([CH3:15])[CH3:14])=[CH:8][C:7]=2[C:6](=[O:16])[C:5]2[C:17](=[N:26][OH:27])[C:18]3[C:23]([C:4]1=2)=[CH:22][CH:21]=[CH:20][CH:19]=3)[CH3:2] |f:1.2|. Procedure: 5-Ethyl-8-isopropyl-5,10-dihydro-11H-indeno[1,2-b]quinolin-10,11-dione (300 mg, 0.95 mmol) was dissolved in a solution of hydroxylamine hydrochloride (525 mg, 7.6 mmol) and triethylamine (0.5 mL) in 20 mL of ethanol. The solution was refluxed overnight and then concentrated dryness. The residue was diluted with water and extracted with chloroform twice. The combined organic layers were washed with saturated sodium chloride solution, dried with sodium sulfate followed by evaporation to remove the... Product: N(=[N+]=[N-])C=1C(=C(C=CC1)CN1OCC(C1=O)(C)C)Cl (2-[(3-azido-2-chlorophenyl)methyl]-4,4-dimethyl-3-isoxazolidinone). Conditions: temperature 0 celsius, time 30 minute. Run in O (water), O (water), O (water). As a reaction SMILES: Cl.[NH2:2][C:3]1[C:4]([Cl:18])=[C:5]([CH2:9][N:10]2[C:14](=[O:15])[C:13]([CH3:17])([CH3:16])[CH2:12][O:11]2)[CH:6]=[CH:7][CH:8]=1.N([O-])=O.[Na+].[N-:23]=[N+:24]=[N-].[Na+]>O>[N:2]([C:3]1[C:4]([Cl:18])=[C:5]([CH2:9][N:10]2[C:14](=[O:15])[C:13]([CH3:16])([CH3:17])[CH2:12][O:11]2)[CH:6]=[CH:7][CH:8]=1)=[N+:23]=[N-:24] |f:2.3,4.5|. Reported procedure: Concentrated hydrochloric acid (25 ml) was added dropwise to a stirred mixture of 2-[(3-amino-2-chlorophenyl)methyl]-4,4-dimethyl-3-isoxazolidinone (6.45 g, 0.025 mole) and water (75 ml). The reaction mixture was cooled to 0° C., and a solution of sodium nitrite (2.0 g, 0.03 moles) in water (25 ml) was added dropwise. Upon completion of addition, the reaction mixture was stirred at 0° C. for 30 minutes. An insoluble material was removed by filtration. The filtrate was cooled to 0° C., and sodium... Yield: 75.5%. Starting materials: Cl (hydrochloric acid), NC=1C(=C(C=CC1)CN1OCC(C1=O)(C)C)Cl (2-[(3-amino-2-chlorophenyl)methyl]-4,4-dimethyl-3-isoxazolidinone), [N-]=[N+]=[N-].[Na+] (sodium azide), N(=O)[O-].[Na+] (sodium nitrite). The reactants are COC(C1=CC=C(C=C1)C1=C(C(=NC=C1)C)C#CC=1C=NC(=CC1)N)=O (4-[3-(6-amino-pyridin-3-ylethynyl)-2-methyl-pyridin-4-yl]-benzoic acid methyl ester), [OH-].[Na+] (NaOH), Cl (HCl). Run in C1CCOC1 (THF). Yields the product NC1=CC=C(C=N1)C#CC=1C(=NC=CC1C1=CC=C(C(=O)O)C=C1)C (4-[3-(6-Amino-pyridin-3-ylethynyl)-2-methyl-pyridin-4-yl]-benzoic acid). As a reaction SMILES: C[O:2][C:3](=[O:26])[C:4]1[CH:9]=[CH:8][C:7]([C:10]2[CH:15]=[CH:14][N:13]=[C:12]([CH3:16])[C:11]=2[C:17]#[C:18][C:19]2[CH:20]=[N:21][C:22]([NH2:25])=[CH:23][CH:24]=2)=[CH:6][CH:5]=1.[OH-].[Na+].Cl>C1COCC1>[NH2:25][C:22]1[N:21]=[CH:20][C:19]([C:18]#[C:17][C:11]2[C:12]([CH3:16])=[N:13][CH:14]=[CH:15][C:10]=2[C:7]2[CH:6]=[CH:5][C:4]([C:3]([OH:26])=[O:2])=[CH:9][CH:8]=2)=[CH:24][CH:23]=1 |f:1.2|. Procedure: The title compound is synthesized according to general procedure GP4 starting from 2.0 g (5.8 mmol) 4-[3-(6-amino-pyridin-3-ylethynyl)-2-methyl-pyridin-4-yl]-benzoic acid methyl ester using 11.6 mL (11.6 mmoL) 1 N NaOH in 8 mL THF. After completion of the reaction the pH is adjusted to pH about 5 with 1.0 N HCl. The precipitate is collected by filtration, washed with water and dried under vacuum. The solid is taken up in iPrOH, stirred for a few minutes before the solid is isolated by filtration... Reactants: O=C(O)CC(=O)N1CCN(C(=O)c2ccccc2Br)CC1, CCN=C=NCCCN(C)C, CN(C)c1ccncc1, Cl, Nc1ccc(N2CCOCC2)cc1, CN(C)C=O, O, On1nnc2ccccc21. The product is O=C(CC(=O)N1CCN(C(=O)c2ccccc2Br)CC1)Nc1ccc(N2CCOCC2)cc1. Reaction SMILES: [Br:11][c:12]1[c:13]([C:14](=[O:15])[N:16]2[CH2:17][CH2:18][N:19]([C:22]([CH2:23][C:24](=[O:25])[OH:26])=[O:27])[CH2:20][CH2:21]2)[cH:28][cH:29][cH:30][cH:31]1.[CH3:32][CH2:33][N:34]=[C:35]=[N:36][CH2:37][CH2:38][CH2:39][N:40]([CH3:41])[CH3:42].[CH3:57][N:58]([c:59]1[cH:60][cH:61][n:62][cH:63][cH:64]1)[CH3:65].[ClH:43].[O:44]1[CH2:45][CH2:46][N:47]([c:50]2[cH:51][cH:52][c:53]([NH2:56])[cH:54][cH:55]2)[CH2:48][CH2:49]1.[O:66]=[CH:67][N:68]([CH3:69])[CH3:70].[OH2:71].[OH:1][n:2]1[c:3]2[c:4]([cH:5][cH:6][cH:7][cH:8]2)[n:9][n:10]1>>[Br:11][c:12]1[c:13]([C:14](=[O:15])[N:16]2[CH2:17][CH2:18][N:19]([C:22]([CH2:23][C:24](=[O:26])[NH:56][c:53]3[cH:52][cH:51][c:50]([N:47]4[CH2:46][CH2:45][O:44][CH2:49][CH2:48]4)[cH:55][cH:54]3)=[O:27])[CH2:20][CH2:21]2)[cH:28][cH:29][cH:30][cH:31]1.